From a dataset of the Open Reaction Database (ORD), a public repository of structured organic reaction records. describe an organic reaction: reactants, conditions, products, and yield Starting materials: Cl, CCOC(=O)c1sc(N2CC(C)N(Cc3ccc(F)cc3)C2=O)nc1C, [Li+], C1CCOC1, [OH-], O. The product is Cc1nc(N2CC(C)N(Cc3ccc(F)cc3)C2=O)sc1C(=O)O. RXN SMILES: [ClH:29].[F:1][c:2]1[cH:3][cH:4][c:5]([CH2:6][N:7]2[C:8](=[O:24])[N:9]([c:13]3[s:14][c:15]([C:19](=[O:20])[O:21][CH2:22][CH3:23])[c:16]([CH3:18])[n:17]3)[CH2:10][CH:11]2[CH3:12])[cH:25][cH:26]1.[Li+:27].[O:30]1[CH2:31][CH2:32][CH2:33][CH2:34]1.[OH-:28].[OH2:35]>>[F:1][c:2]1[cH:3][cH:4][c:5]([CH2:6][N:7]2[C:8](=[O:24])[N:9]([c:13]3[s:14][c:15]([C:19](=[O:20])[OH:21])[c:16]([CH3:18])[n:17]3)[CH2:10][CH:11]2[CH3:12])[cH:25][cH:26]1.